From a dataset of the Open Reaction Database (ORD), a public repository of structured organic reaction records. describe an organic reaction: reactants, conditions, products, and yield Reactants: Cc1ccc(CBr)cc1, CN(C)C=O, N#CC(C#N)CCC(F)(F)F, [H-], [Na+]. Yields the product Cc1ccc(CC(C#N)(C#N)CCC(F)(F)F)cc1. Reaction SMILES: [CH3:1][c:2]1[cH:3][cH:4][c:5]([CH2:6][Br:7])[cH:8][cH:9]1.[CH3:23][N:24]([CH3:25])[CH:26]=[O:27].[F:12][C:13]([CH2:14][CH2:15][CH:16]([C:17]#[N:18])[C:19]#[N:20])([F:21])[F:22].[H-:10].[Na+:11]>>[CH3:1][c:2]1[cH:3][cH:4][c:5]([CH2:6][C:16]([CH2:15][CH2:14][C:13]([F:12])([F:21])[F:22])([C:17]#[N:18])[C:19]#[N:20])[cH:8][cH:9]1. The reactants are C#CC1=C(C)CC(OC(C)=O)CC1(C)C, CC(=O)O, CO, [K+], [OH-], O. Yields the product C#CC1=C(C)CC(O)CC1(C)C. As a reaction SMILES: [C:1](=[O:2])([CH3:3])[O:4][CH:5]1[CH2:6][C:7]([CH3:15])=[C:8]([C:13]#[CH:14])[C:9]([CH3:11])([CH3:12])[CH2:10]1.[CH3:19][C:20](=[O:21])[OH:22].[CH3:23][OH:24].[K+:17].[OH-:16].[OH2:18]>>[OH:4][CH:5]1[CH2:6][C:7]([CH3:15])=[C:8]([C:13]#[CH:14])[C:9]([CH3:11])([CH3:12])[CH2:10]1. The product is FC1(OC2=C(O1)C=CC=C2C2=NC(=NC=N2)NC2=CC(=CC=C2)CS(=O)(=O)C)F (4-(2,2-Difluoro-1,3-benzodioxol-4-yl)-N-{3-[(methylsulfonyl)methyl]phenyl}-1,3,5-triazin-2-amine). As a reaction SMILES: Cl[C:2]1[N:7]=[CH:6][N:5]=[C:4]([NH:8][C:9]2[CH:14]=[CH:13][CH:12]=[C:11]([CH2:15][S:16]([CH3:19])(=[O:18])=[O:17])[CH:10]=2)[N:3]=1.[F:20][C:21]1([F:33])[O:25][C:24]2[CH:26]=[CH:27][CH:28]=[C:29](B(O)O)[C:23]=2[O:22]1>>[F:33][C:21]1([F:20])[O:22][C:23]2[CH:29]=[CH:28][CH:27]=[C:26]([C:2]3[N:7]=[CH:6][N:5]=[C:4]([NH:8][C:9]4[CH:14]=[CH:13][CH:12]=[C:11]([CH2:15][S:16]([CH3:19])(=[O:18])=[O:17])[CH:10]=4)[N:3]=3)[C:24]=2[O:25]1. Starting materials: ClC1=NC(=NC=N1)NC1=CC(=CC=C1)CS(=O)(=O)C (4-chloro-N-{3-[(methylsulfonyl)methyl]phenyl}-1,3,5-triazin-2-amine), FC1(OC2=C(O1)C=CC=C2B(O)O)F ((2,2-difluoro-1,3-benzodioxol-4-yl)boronic acid). Reported procedure: Example 6 was prepared under similar conditions as described in the preparation of Example 1 using crude 4-chloro-N-{3-[(methylsulfonyl)methyl]phenyl}-1,3,5-triazin-2-amine and (2,2-difluoro-1,3-benzodioxol-4-yl)boronic acid (Aalen Chemical Co., Ltd.). The batch was purified by preparative HPLC: Yields the product CCOC(=O)c1c(N)nn(CC(=O)N2CCN(c3ccc(F)cc3)CC2)c1C. RXN SMILES: [C:41]([O:42][CH2:43][CH3:44])(=[O:45])[CH3:46].[CH2:1]([CH3:2])[O:3][C:4](=[O:5])[c:6]1[c:7]([NH2:12])[n:8][nH:9][c:10]1[CH3:11].[CH3:47][CH2:48][CH2:49][CH2:50][CH2:51][CH3:52].[Cl:19][CH2:20][C:21](=[O:22])[N:23]1[CH2:24][CH2:25][N:26]([c:29]2[cH:30][cH:31][c:32]([F:35])[cH:33][cH:34]2)[CH2:27][CH2:28]1.[K+:13].[K+:14].[O-:15][C:16]([O-:17])=[O:18].[O:36]=[CH:37][N:38]([CH3:39])[CH3:40]>>[CH2:1]([CH3:2])[O:3][C:4](=[O:5])[c:6]1[c:7]([NH2:12])[n:8][n:9]([CH2:20][C:21](=[O:22])[N:23]2[CH2:24][CH2:25][N:26]([c:29]3[cH:30][cH:31][c:32]([F:35])[cH:33][cH:34]3)[CH2:27][CH2:28]2)[c:10]1[CH3:11]. Reactants: CCOC(C)=O, CCOC(=O)c1c(N)n[nH]c1C, CCCCCC, O=C(CCl)N1CCN(c2ccc(F)cc2)CC1, [K+], [K+], O=C([O-])[O-], CN(C)C=O. Reactants: ClS(=O)(=O)N=C=O (CSI), CC(C)=C(C)C (2,3-dimethyl-but-2-ene). Solvent: CCOCC (ether). Reaction conditions: time 1 hour. Yields the product ClS(=O)(=O)N1C(C(C1(C)C)(C)C)=O (1-Chlorosulfonyl-3,3,4,4-tetramethyl-azetidinone). As a reaction SMILES: [Cl:1][S:2]([N:5]=[C:6]=[O:7])(=[O:4])=[O:3].[CH3:8][C:9](=[C:11]([CH3:13])[CH3:12])[CH3:10]>CCOCC>[Cl:1][S:2]([N:5]1[C:11]([CH3:13])([CH3:12])[C:9]([CH3:10])([CH3:8])[C:6]1=[O:7])(=[O:4])=[O:3]. Procedure details: To a stirred solution of 0.06 mol CSI (chlorosulfonyl isocyanate) in dry ether under nitrogen, 0.06 mol of 2,3-dimethyl-but-2-ene was added dropwise at a temperature of 30° to 35° C. The reaction mixture was stirred for a further 1 hour while it was cooled to room temperature. The solution was then cooled in a salt-ice bath and the product which crystallized out as white solid was filtered off and carried through to the next step. Yields the product ClC1=NC(=CC2=CC(=CC=C12)OC)C1=CC2=C(OCCO2)C=C1 (1-chloro-3-(2,3-dihydrobenzo[b][1,4]dioxin-6-yl)-6-methoxyisoquinoline). Reactants: O1C2=C(OCC1)C=C(C=C2)C=2N=C(C1=CC=C(C=C1C2)OC)O (3-(2,3-dihydrobenzo[b][1,4]dioxin-6-yl)-6-methoxyisoquinolin-1-ol), O=P(Cl)(Cl)Cl (POCl3). Procedure details: A solution of 3-(2,3-dihydrobenzo[b][1,4]dioxin-6-yl)-6-methoxyisoquinolin-1-ol (250 mg, 0.808 mmol) in POCl3 (5 mL, 53.6 mmol) was refluxed for 14 h. Concentrated the solvent. The residue was taken into a mixture of DCM and 4N NaOH solution. Adjust pH to 7. The organic phase was collected and dried over sodium sulfate, filtered, then concentrated under vacuum. The crude material was purified by silica gel chromatography using 10% EtOAc/Hexanes as eluent to give 200 mg of the desired product 1-c... RXN SMILES: [O:1]1[CH2:6][CH2:5][O:4][C:3]2[CH:7]=[C:8]([C:11]3[N:12]=[C:13](O)[C:14]4[C:19]([CH:20]=3)=[CH:18][C:17]([O:21][CH3:22])=[CH:16][CH:15]=4)[CH:9]=[CH:10][C:2]1=2.O=P(Cl)(Cl)[Cl:26]>>[Cl:26][C:13]1[C:14]2[C:19](=[CH:18][C:17]([O:21][CH3:22])=[CH:16][CH:15]=2)[CH:20]=[C:11]([C:8]2[CH:9]=[CH:10][C:2]3[O:1][CH2:6][CH2:5][O:4][C:3]=3[CH:7]=2)[N:12]=1. The yield is 75.5%.